This data is from the Open Reaction Database (ORD), a public repository of structured organic reaction records. The task is: describe an organic reaction: reactants, conditions, products, and yield The reactants are C(#N)C1=C(C(=O)OC)C=C(C=C1)OC1=CC(=C(C=C1)B1OC(C(O1)(C)C)(C)C)C=O (methyl 2-cyano-5-(3-formyl-4-(4,4,5,5-tetramethyl-1,3,2-dioxaborolan-2-yl)phenoxy)benzoate), [BH4-].[Na+] (sodium borohydride), Cl (HCl). Run in CO (methanol). Run at time 1 hour. Product: C(#N)C1=C(C=C(OC=2C=CC3=C(COB3O)C2)C=C1)C(=O)OC (5-(4-cyano-3-methoxycarbonylphenoxy)-1-hydroxy-2,1-benzoxaborole). Yield: 53.2%. Reaction SMILES: [C:1]([C:3]1[CH:12]=[CH:11][C:10]([O:13][C:14]2[CH:19]=[CH:18][C:17]([B:20]3[O:24][C:23](C)(C)C(C)(C)[O:21]3)=[C:16](C=O)[CH:15]=2)=[CH:9][C:4]=1[C:5]([O:7][CH3:8])=[O:6])#[N:2].[BH4-].[Na+].Cl>CO>[C:1]([C:3]1[CH:12]=[CH:11][C:10]([O:13][C:14]2[CH:19]=[CH:18][C:17]3[B:20]([OH:21])[O:24][CH2:23][C:16]=3[CH:15]=2)=[CH:9][C:4]=1[C:5]([O:7][CH3:8])=[O:6])#[N:2] |f:1.2|. Procedure: To a solution of methyl 2-cyano-5-(3-formyl-4-(4,4,5,5-tetramethyl-1,3,2-dioxaborolan-2-yl)phenoxy)benzoate (15.7 g) in methanol (150 mL) was added sodium borohydride (646 mg, 17.0 mmol) portionwise at 0° C. The mixture was stirred at room temperature for 1 h. The mixture was acidified with 6 M HCl, and extracted with ethyl acetate. The organic layer was washed with brine and dried on anhydrous sodium sulfate. The solvent was removed under reduced pressure and the residue was purified by silica ... Starting materials: C(#N)[BH3-].[Na+] (Sodium cyanoborohydride), CC1=C(C=O)C=CC(=C1)C=1SC2=NC(=CC=C2N1)C1(CC1)C1=CC=CC=C1 (2-methyl-4-(5-(1-phenylcyclopropyl)thiazolo[5,4-b]pyridine-2-yl)benzaldehyde), N1CC(C1)C(=O)O (azetidine-3-carboxylic acid), C(C)(=O)O (acetic acid). Run in C(Cl)Cl.CO (CH2Cl2 MeOH). Reaction conditions: temperature 25 celsius, time 1 hour. The product is CC1=C(C=CC(=C1)C=1SC2=NC(=CC=C2N1)C1(CC1)C1=CC=CC=C1)CN1CC(C1)C(=O)O (1-((2-methyl-4-(5-(1-phenylcyclopropyl)thiazolo[5,4-b]pyridine-2-yl)-phenyl)methyl)-azetidine-3-carboxylic acid). Reaction SMILES: [CH3:1][C:2]1[CH:9]=[C:8]([C:10]2[S:11][C:12]3[C:17]([N:18]=2)=[CH:16][CH:15]=[C:14]([C:19]2([C:22]4[CH:27]=[CH:26][CH:25]=[CH:24][CH:23]=4)[CH2:21][CH2:20]2)[N:13]=3)[CH:7]=[CH:6][C:3]=1[CH:4]=O.[NH:28]1[CH2:31][CH:30]([C:32]([OH:34])=[O:33])[CH2:29]1.C(O)(=O)C.C([BH3-])#N.[Na+]>C(Cl)Cl.CO>[CH3:1][C:2]1[CH:9]=[C:8]([C:10]2[S:11][C:12]3[C:17]([N:18]=2)=[CH:16][CH:15]=[C:14]([C:19]2([C:22]4[CH:27]=[CH:26][CH:25]=[CH:24][CH:23]=4)[CH2:20][CH2:21]2)[N:13]=3)[CH:7]=[CH:6][C:3]=1[CH2:4][N:28]1[CH2:31][CH:30]([C:32]([OH:34])=[O:33])[CH2:29]1 |f:3.4,5.6|. Procedure details: A mixture of 2-methyl-4-(5-(1-phenylcyclopropyl)thiazolo[5,4-b]pyridine-2-yl)benzaldehyde (22.6 mg, 61 μmol), azetidine-3-carboxylic acid (31 mg, 305 μmol), and acetic acid (28 μL, 488 μmol) in 1:1 CH2Cl2/MeOH (2.0 mL) was stirred at 25° C. for 1 h. Sodium cyanoborohydride (6.9 mg, 110 μmol) was then added, and the resulting mixture was stirred at 25° C. for 16 h. The reaction mixture was then concentrated in vacuo, dissolved in 2 mL DMSO+20 μL trifluoroacetic acid, filtered, and purified by rpH...